The task is: describe an organic reaction: reactants, conditions, products, and yield. This data is from the Open Reaction Database (ORD), a public repository of structured organic reaction records. Reactants: C1(CC1)(C(=O)O)C(=O)O (1,1-cyclopropanedicarboxylic acid), FC(C1=CC=C(N)C=C1)(F)F (4-trifluoromethylaniline), C(C)#N (acetonitrile). Product: C(=O)(O)C1C(N(CC1)C1=CC(=CC=C1)C(F)(F)F)=O (3-carboxy-1-(3-trifluoromethylphenyl)-2-pyrrolidinone). Yield: 38.8%. RXN SMILES: [C:1]1([C:7]([OH:9])=O)([C:4]([OH:6])=[O:5])[CH2:3][CH2:2]1.[F:10][C:11]([F:20])([F:19])[C:12]1[CH:18]=[CH:17][C:15](N)=[CH:14][CH:13]=1.C(#[N:23])C>>[C:4]([CH:1]1[CH2:2][CH2:3][N:23]([C:14]2[CH:15]=[CH:17][CH:18]=[C:12]([C:11]([F:20])([F:19])[F:10])[CH:13]=2)[C:7]1=[O:9])([OH:6])=[O:5]. Procedure: 10.0 g of 1,1-cyclopropanedicarboxylic acid and 12.4 g of 4-trifluoromethylaniline were added to 15 ml of acetonitrile, followed by refluxing for 7 hours with heating and stirring. The subsequent operation was conducted in the same manner as in Example 2 to obtain 7.1 g of an intended compound at a yield of 38.8%. Starting materials: C(C)(C)(C)OC(NCCN1C=C2N(C(N(C(C2=C1C1=CC=CC=C1)=O)C)=O)C)=O ([2-(1,3-Dimethyl-2,4-dioxo-5-phenyl-1,2,3,4-tetrahydro-pyrrolo[3,4-d]pyrimidin-6-yl)-ethyl]-carbamic acid tert-butyl ester), FC(C(=O)O)(F)F (trifluoroacetic acid). Solvent: C(Cl)Cl (DCM). Run at time 4 hour. Product: NCCN1C=C2N(C(N(C(C2=C1C1=CC=CC=C1)=O)C)=O)C (6-(2-Amino-ethyl)-1,3-dimethyl-5-phenyl-1,6-dihydro-pyrrolo[3,4-d]pyrimidine-2,4-dione). Reaction SMILES: C(OC(=O)[NH:7][CH2:8][CH2:9][N:10]1[C:18]([C:19]2[CH:24]=[CH:23][CH:22]=[CH:21][CH:20]=2)=[C:17]2[C:12]([N:13]([CH3:28])[C:14](=[O:27])[N:15]([CH3:26])[C:16]2=[O:25])=[CH:11]1)(C)(C)C.FC(F)(F)C(O)=O>C(Cl)Cl>[NH2:7][CH2:8][CH2:9][N:10]1[C:18]([C:19]2[CH:24]=[CH:23][CH:22]=[CH:21][CH:20]=2)=[C:17]2[C:12]([N:13]([CH3:28])[C:14](=[O:27])[N:15]([CH3:26])[C:16]2=[O:25])=[CH:11]1. Reported procedure: [2-(1,3-Dimethyl-2,4-dioxo-5-phenyl-1,2,3,4-tetrahydro-pyrrolo[3,4-d]pyrimidin-6-yl)-ethyl]-carbamic acid tert-butyl ester (step 4) (1.11 g, 2.79 mmol) was dissolved in DCM (10 mL) and treated with trifluoroacetic acid (2.1 mL, 25.1 mmol). The reaction was stirred at RT for 4 h. The reaction was quenched by pouring into stirring 2M NaOH and further NaOH added until alkaline to pH paper. The layers were separated and the aqueous phase extracted with DCM (3×75 mL). The combined organic phases were... The reactants are N[C@H]1[C@@H](C(OC2=C1C=C(C=C2)C#N)(C)C)O ((3S-trans)-4-amino-3,4-dihydro-3-hydroxy-2,2-dimethyl-2H-1-benzopyran-6-carbonitrile), CC1=NOC(=N1)C=1C=C(C=CC1)NC(OC1=CC=C(C=C1)[N+](=O)[O-])=O ([3-[3-methyl(1,2,4-oxadiazol-5-yl)]phenyl]carbamic acid, 4-nitrophenyl ester), CN(C=O)C (dimethyl-formamide). The solvent is C(C)#N (acetonitrile). Product: C(#N)C=1C=CC2=C([C@H]([C@@H](C(O2)(C)C)O)NC(=O)NC2=CC(=CC=C2)C2=NC(=NO2)C)C1 ((3S-trans)-N-(6-Cyano-3,4-dihydro-3-hydroxy-2,2-dimethyl-2H-1-benzopyran-4-yl)-N'-[3-[3-methyl-(1,2,4-oxadiazol-5-yl)]phenyl]urea). Reaction SMILES: [NH2:1][C@@H:2]1[C:7]2[CH:8]=[C:9]([C:12]#[N:13])[CH:10]=[CH:11][C:6]=2[O:5][C:4]([CH3:15])([CH3:14])[C@H:3]1[OH:16].[CH3:17][C:18]1[N:22]=[C:21]([C:23]2[CH:24]=[C:25]([NH:29][C:30](=O)[O:31]C3C=CC([N+]([O-])=O)=CC=3)[CH:26]=[CH:27][CH:28]=2)[O:20][N:19]=1.CN(C)C=O>C(#N)C>[C:12]([C:9]1[CH:10]=[CH:11][C:6]2[O:5][C:4]([CH3:14])([CH3:15])[C@@H:3]([OH:16])[C@H:2]([NH:1][C:30]([NH:29][C:25]3[CH:26]=[CH:27][CH:28]=[C:23]([C:21]4[O:20][N:19]=[C:18]([CH3:17])[N:22]=4)[CH:24]=3)=[O:31])[C:7]=2[CH:8]=1)#[N:13]. Procedure details: A mixture of (3S-trans)-4-amino-3,4-dihydro-3-hydroxy-2,2-dimethyl-2H-1-benzopyran-6-carbonitrile (0.65 g, 3.0 mmol, from Example 1, part B) and [3-[3-methyl(1,2,4-oxadiazol-5-yl)]phenyl]carbamic acid, 4-nitrophenyl ester (1.12 g, 3.3 mmol, title A compound) in acetonitrile (20 mL) and dimethyl-formamide (40 mL) was stirred at 80° C. for two hours. The reaction mixture was concentrated in vacuo and the residue, diluted with ethyl acetate, was washed with 10% citric acid and water. The organic la... Starting materials: N1=CC=C(C=C1)CC(=O)O (4-pyridylacetic acid), S(O)(O)(=O)=O (sulfuric acid), C(C)O (ethanol), [OH-].[Na+] (sodium hydroxide), C([O-])([O-])=O.[Na+].[Na+] (sodium carbonate). The product is N1=CC=C(C=C1)CC(=O)OCC (ethyl 4-pyridylacetate). RXN SMILES: [N:1]1[CH:6]=[CH:5][C:4]([CH2:7][C:8]([OH:10])=[O:9])=[CH:3][CH:2]=1.S(=O)(=O)(O)O.[OH-].[Na+].C(=O)([O-])[O-].[Na+].[Na+].[CH2:24](O)[CH3:25]>>[N:1]1[CH:6]=[CH:5][C:4]([CH2:7][C:8]([O:10][CH2:24][CH3:25])=[O:9])=[CH:3][CH:2]=1 |f:2.3,4.5.6|. Procedure details: A solution of 4-pyridylacetic acid in 500 ml of anhydrous ethanol containing 75 ml of concentrated sulfuric acid is refluxed 18 hours. The solution is cooled to 0° an neutralized by addition of sodium hydroxide solution and saturated aqueous sodium carbonate. Extraction with ethyl acetate yields on concentration in vacuo ethyl 4-pyridylacetate. Product: NC1=C(C=CC(=C1)NCC1=C(C=C(C=C1)Cl)Cl)NC(N(C)C)=O (2-Amino-4-(2,4-dichlorobenzylamino)-1-(dimethylcarbamoylamino) benzene). Reported procedure: A suspension of 31.2 g (100 mmol) 2-amino-5-(2,4-dichlorobenzylamino)-nitrobenzene is hydrogenated in a manner analogous with Example 1 (variant A) and worked up appropriately with 13.9 g (101 mmol) N,N-dimethylcarbamoyl chloride. 12.4 g of the end product are obtained in the form of the dihydrochloride. This forms colorless to pale pink crystals. Reactants: NC1=C(C=C(C=C1)NCC1=C(C=C(C=C1)Cl)Cl)[N+](=O)[O-] (2-amino-5-(2,4-dichlorobenzylamino)-nitrobenzene), C1(=C(C(=C(C(=C1F)F)F)N)F)N.Cl.Cl (dihydrochloride), CN(C(=O)Cl)C (N,N-dimethylcarbamoyl chloride). Isolated yield 35.1%. As a reaction SMILES: [NH2:1][C:2]1[CH:7]=[CH:6][C:5]([NH:8][CH2:9][C:10]2[CH:15]=[CH:14][C:13]([Cl:16])=[CH:12][C:11]=2[Cl:17])=[CH:4][C:3]=1[N+:18]([O-])=O.[CH3:21][N:22]([CH3:26])[C:23](Cl)=[O:24].C1(N)C(F)=C(F)C(F)=C(N)C=1F.Cl.Cl>>[NH2:18][C:3]1[CH:4]=[C:5]([NH:8][CH2:9][C:10]2[CH:15]=[CH:14][C:13]([Cl:16])=[CH:12][C:11]=2[Cl:17])[CH:6]=[CH:7][C:2]=1[NH:1][C:23](=[O:24])[N:22]([CH3:26])[CH3:21] |f:2.3.4|. The reactants are [Br-] (bromide), BrCCCCCCC1=CC=CC=C1 (1-bromo-6-phenylhexane), P(OCC)(OCC)OCC (triethyl phosphite). Yields the product C1(=CC=CC=C1)CCCCCCP(O)(O)=O (6-Phenylhexylphosphonic acid), bisphenyl substituted hexane. Reaction SMILES: Br[CH2:2][CH2:3][CH2:4][CH2:5][CH2:6][CH2:7][C:8]1[CH:13]=[CH:12][CH:11]=[CH:10][CH:9]=1.[P:14]([O:21]CC)([O:18]CC)[O:15]CC.[Br-]>>[C:8]1([CH2:7][CH2:6][CH2:5][CH2:4][CH2:3][CH2:2][P:14](=[O:15])([OH:21])[OH:18])[CH:13]=[CH:12][CH:11]=[CH:10][CH:9]=1. Reported procedure: The 1-bromo-6-phenylhexane (˜7.304 g, ˜30 mmol) from the previous step was then added to triethyl phosphite (25 mL, 143.7 mmol) in a round bottom flask fixed with a condenser and under Argon pressure. This was allowed to reflux overnight. GCMS (PJH-I-37b) showed no starting bromide left and the reaction was stopped. A distillation was performed to remove the excess triethyl phosphate and then a column in 2:1 hexane:ethyl acetate. The desired product had an Rf=0.55. The desired product was obtain... The reactants are CC1=NC2=C(N1C1=NC=CC=C1)C=CC=C2 (2-methyl-1-(2-pyridyl)-1H-benzimidazole), N1C(=NC=C1)C=O (2-imidazolcarboxaldehyde), Cl.Cl.N1=C(C=CC=C1)N1C(=NC2=C1C=CC=C2)\C=C\C2=NC=CC=C2 ((E)-1-(2-Pyridyl)-2-[2-(2-pyridyl)ethenyl]-1H-benzimidazole dihydrochloride), C(C(=O)O)(=O)O (oxalic acid). Run in CO (MeOH). Yields the product C(C(=O)O)(=O)O.N1=C(C=CC=C1)N1C(=NC2=C1C=CC=C2)\C=C\C=2NC=CN2 ((E)-1-(2-Pyridyl)-2-[2-(2-imidazolyl)ethenyl]-1H-benzimidazole oxalate). RXN SMILES: [CH3:1][C:2]1[N:6]([C:7]2[CH:12]=[CH:11][CH:10]=[CH:9][N:8]=2)[C:5]2[CH:13]=[CH:14][CH:15]=[CH:16][C:4]=2[N:3]=1.[NH:17]1[CH:21]=[CH:20][N:19]=[C:18]1[CH:22]=O.Cl.Cl.N1C=CC=CC=1N1C2C=CC=CC=2N=C1/C=C/C1C=CC=CN=1.[C:49]([OH:54])(=[O:53])[C:50]([OH:52])=[O:51]>CO>[C:49]([OH:54])(=[O:53])[C:50]([OH:52])=[O:51].[N:8]1[CH:9]=[CH:10][CH:11]=[CH:12][C:7]=1[N:6]1[C:5]2[CH:13]=[CH:14][CH:15]=[CH:16][C:4]=2[N:3]=[C:2]1/[CH:1]=[CH:22]/[C:18]1[NH:17][CH:21]=[CH:20][N:19]=1 |f:2.3.4,7.8|. Reported procedure: Free base of the titled compound was prepared from 2-methyl-1-(2-pyridyl)-1H-benzimidazole and 2-imidazolcarboxaldehyde according to the preparation of (E)-1-(2-pyridyl)-2-[2-(2-pyridyl)ethenyl]-1H-benzimidazole dihydrochloride (Example 44). The free base and oxalic acid were dissolved into MeOH. Concentration and recrystallization from ethyl EtOH/n-hexane yielded the titled compound. Yields the product BrCC(=O)C1=CC=C(C=C1)S(=O)(=O)N (4-bromoacetylbenzenesulphonamide). Reaction conditions: time 24 hour. The solvent is CO (methanol). As a reaction SMILES: [C:1]([C:4]1[CH:9]=[CH:8][C:7]([S:10]([NH2:13])(=[O:12])=[O:11])=[CH:6][CH:5]=1)(=[O:3])[CH3:2].C(OOC(=O)C1C=CC=CC=1)(=O)C1C=CC=CC=1.[Br:32]Br>CO>[Br:32][CH2:2][C:1]([C:4]1[CH:5]=[CH:6][C:7]([S:10]([NH2:13])(=[O:11])=[O:12])=[CH:8][CH:9]=1)=[O:3]. Procedure details: 90.3 g of the product of Example 4 are dissolved in 900 ml of methanol, 0.9 g of benzoyl peroxide are then added and 24 ml of bromine are added dropwise. The mixture is stirred under ultra-violet irradiation for 24 h, at ambient temperature, then concentrated. The residue is taken up in water, filtered off, washed with isopropanol and pentane. Starting materials: C(C1=CC=CC=C1)(=O)OOC(C1=CC=CC=C1)=O (benzoyl peroxide), C(C)(=O)C1=CC=C(C=C1)S(=O)(=O)N (4-acetylbenzenesulphonamide), BrBr (bromine). The reactants are OC1=C(C(C=CC2=CC=C(C=C2)OC)=O)C(=CC(=C1)OC)OC (2'-hydroxy-4,4',6'-trimethoxychalcone), C(C(C)(C)C)(=O)Cl (pivaloyl chloride), Cl (hydrochloric acid), ice water. Reagents/catalysts: CN(C1=CC=NC=C1)C (p-(dimethylamino)-pyridine). Solvent: N1=CC=CC=C1 (pyridine). Conditions: time 4 hour. Product: COC1=C(C(C=CC2=CC=C(C=C2)OC)=O)C(=CC(=C1)OC)OC(C(C)(C)C)=O (2',4,4'-trimethoxy-6'-(pivaloyloxy)-chalcone). The yield is 115.7%. RXN SMILES: [OH:1][C:2]1[CH:19]=[C:18]([O:20][CH3:21])[CH:17]=[C:16]([O:22][CH3:23])[C:3]=1[C:4](=[O:15])[CH:5]=[CH:6][C:7]1[CH:12]=[CH:11][C:10]([O:13][CH3:14])=[CH:9][CH:8]=1.[C:24](Cl)(=[O:29])[C:25]([CH3:28])([CH3:27])[CH3:26].Cl>N1C=CC=CC=1.CN(C)C1C=CN=CC=1>[CH3:23][O:22][C:16]1[CH:17]=[C:18]([O:20][CH3:21])[CH:19]=[C:2]([O:1][C:24](=[O:29])[C:25]([CH3:28])([CH3:27])[CH3:26])[C:3]=1[C:4](=[O:15])[CH:5]=[CH:6][C:7]1[CH:12]=[CH:11][C:10]([O:13][CH3:14])=[CH:9][CH:8]=1. Reported procedure: To a stirred solution of 300 mg of 2'-hydroxy-4,4',6'-trimethoxychalcone in 12 ml of pyridine were added 65 mg of p-(dimethylamino)-pyridine and 165 mg of pivaloyl chloride. After being stirred at room temperature for 4 hours, the reaction mixture was poured into 30 ml of ice-water. The mixture was acidified with hydrochloric acid and then extracted with 50 ml of ethyl acetate. The ethyl acetate extract was successively washed with 0.2N hydrochloric acid, 10% aqueous sodium carbonate and water, ...